Dataset: the Open Reaction Database (ORD), a public repository of structured organic reaction records. Task: describe an organic reaction: reactants, conditions, products, and yield Starting materials: N#Cc1c(O)ccc(O)c1C#N, CCCCCCCCBr, CC[O-], CCO, Cl, [I-], [K+], [Na], O. Yields the product CCCCCCCCOc1ccc(O)c(C#N)c1C#N. RXN SMILES: [C:2](#[N:3])[c:4]1[c:5]([OH:6])[cH:7][cH:8][c:9]([OH:13])[c:10]1[C:11]#[N:12].[CH2:19]([CH2:20][CH2:21][CH2:22][CH2:23][CH2:24][CH2:25][CH3:26])[Br:27].[CH3:14][CH2:15][O-:16].[CH3:29][CH2:30][OH:31].[ClH:28].[I-:18].[K+:17].[Na:1].[OH2:32]>>[C:2](#[N:3])[c:4]1[c:5]([OH:6])[cH:7][cH:8][c:9]([O:13][CH2:19][CH2:20][CH2:21][CH2:22][CH2:23][CH2:24][CH2:25][CH3:26])[c:10]1[C:11]#[N:12]. RXN SMILES: [CH:1]1([C:6]2[CH:7]=[C:8]([CH:11]=[CH:12][C:13]=2[O:14][CH3:15])[CH:9]=O)[CH2:5][CH2:4][CH2:3][CH2:2]1.[F:16][C:17]1[CH:18]=[C:19]2[C:23](=[CH:24][CH:25]=1)[NH:22][C:21](=[O:26])[CH2:20]2>>[CH:1]1([C:6]2[CH:7]=[C:8]([CH:11]=[CH:12][C:13]=2[O:14][CH3:15])[CH:9]=[C:20]2[C:19]3[C:23](=[CH:24][CH:25]=[C:17]([F:16])[CH:18]=3)[NH:22][C:21]2=[O:26])[CH2:5][CH2:4][CH2:3][CH2:2]1. The reactants are C1(CCCC1)C=1C=C(C=O)C=CC1OC (3-Cyclopentyl-4-methoxybenzaldehyde), FC=1C=C2CC(NC2=CC1)=O (5-fluoro-2-oxindole). The product is C1(CCCC1)C=1C=C(C=C2C(NC3=CC=C(C=C23)F)=O)C=CC1OC (3-(3-cyclopentyl-4-methoxybenzylidene)-5-fluoro-1,3-dihydroindol-2-one). Reported procedure: 3-Cyclopentyl-4-methoxybenzaldehyde was condensed with 5-fluoro-2-oxindole to give 0.25 g of 3-(3-cyclopentyl-4-methoxybenzylidene)-5-fluoro-1,3-dihydroindol-2-one as a yellow-orange solid.